Dataset: the Open Reaction Database (ORD), a public repository of structured organic reaction records. Task: describe an organic reaction: reactants, conditions, products, and yield Reactants: ClC=1C(=NC=CC1Cl)CC (3,4-dichloro-2-ethylpyridine), C(C1=CC=CC=C1)ON (O-benzylhydroxylamine). Yields the product C(C1=CC=CC=C1)ONC1=C(C(=NC=C1)CC)Cl (4-(O-Benzylhydroxylamino)-3-chloro-2-ethylpyridine). The yield is 99.0%. RXN SMILES: [Cl:1][C:2]1[C:3]([CH2:9][CH3:10])=[N:4][CH:5]=[CH:6][C:7]=1Cl.[CH2:11]([O:18][NH2:19])[C:12]1[CH:17]=[CH:16][CH:15]=[CH:14][CH:13]=1>>[CH2:11]([O:18][NH:19][C:7]1[CH:6]=[CH:5][N:4]=[C:3]([CH2:9][CH3:10])[C:2]=1[Cl:1])[C:12]1[CH:17]=[CH:16][CH:15]=[CH:14][CH:13]=1. Reported procedure: Preparation was carried out analogously to Example 1 from 3,4-dichloro-2-ethylpyridine and O-benzylhydroxylamine. Yield: 99% Reactants: C1CCOC1, COC(=O)CN1CC(CO)=CCC(NC(=O)c2nccc3ccccc23)C1=O, [Li+], [OH-], O. Yields the product O=C(O)CN1CC(CO)=CCC(NC(=O)c2nccc3ccccc23)C1=O. As a reaction SMILES: [CH2:31]1[O:32][CH2:33][CH2:34][CH2:35]1.[CH3:1][O:2][C:3]([CH2:4][N:5]1[C:6](=[O:27])[CH:7]([NH:14][C:15](=[O:16])[c:17]2[n:18][cH:19][cH:20][c:21]3[cH:22][cH:23][cH:24][cH:25][c:26]23)[CH2:8][CH:9]=[C:10]([CH2:12][OH:13])[CH2:11]1)=[O:28].[Li+:30].[OH-:29].[OH2:36]>>[O:2]=[C:3]([CH2:4][N:5]1[C:6](=[O:27])[CH:7]([NH:14][C:15](=[O:16])[c:17]2[n:18][cH:19][cH:20][c:21]3[cH:22][cH:23][cH:24][cH:25][c:26]23)[CH2:8][CH:9]=[C:10]([CH2:12][OH:13])[CH2:11]1)[OH:28]. The yield is 25.1%. Reaction SMILES: [NH2:1][C:2]1[CH:7]=[CH:6][C:5]([CH3:8])=[CH:4][N:3]=1.[N+:9]([O-])([OH:11])=[O:10].[OH-].[Na+]>OS(O)(=O)=O>[NH2:1][C:2]1[C:7]([N+:9]([O-:11])=[O:10])=[CH:6][C:5]([CH3:8])=[CH:4][N:3]=1 |f:2.3|. Procedure details: 2-Amino-5-methylpyridine (2.16 g, 20.0 mmol) was added into 10 mL of conc H2SO4 in portions at room temperature with stirring. To the resulting solution was added 70% (HNO3 2.0 mL, 31.5 mmol) at room temperature dropwise with stirring. The mixture was then stirred at 55° C. (bath) for 2 h, cooled to room temperature and poured into crushed ice (about 100 g). The mixture was basified to pH 9 in ice-water bath by the addition of 40% aq. NaOH dropwise and the mixture was extracted with CHCl3 (5×25 ... The product is NC1=NC=C(C=C1[N+](=O)[O-])C (2-Amino-5-methyl-3-nitropyridine). Reactants: [OH-].[Na+] (NaOH), NC1=NC=C(C=C1)C (2-Amino-5-methylpyridine), [N+](=O)(O)[O-] (HNO3), ice. Solvent: OS(=O)(=O)O (H2SO4), ice water. The reactants are CC(C)(C)OC(=O)NC(Cc1ccccc1)C1CO1, c1ccc2[nH]ncc2c1. Product: CC(C)(C)OC(=O)NC(Cc1ccccc1)C(O)Cn1cc2ccccc2n1. Reaction SMILES: [C:1]([CH3:2])([CH3:3])([CH3:4])[O:5][C:6]([NH:7][CH:8]([CH2:9][c:10]1[cH:11][cH:12][cH:13][cH:14][cH:15]1)[CH:16]1[O:17][CH2:18]1)=[O:19].[nH:20]1[n:21][cH:22][c:23]2[cH:24][cH:25][cH:26][cH:27][c:28]12>>[C:1]([CH3:2])([CH3:3])([CH3:4])[O:5][C:6]([NH:7][CH:8]([CH2:9][c:10]1[cH:11][cH:12][cH:13][cH:14][cH:15]1)[CH:16]([OH:17])[CH2:18][n:21]1[n:20][c:28]2[c:23]([cH:22]1)[cH:24][cH:25][cH:26][cH:27]2)=[O:19]. Reactants: COc1ccc2cnc(Nc3cccc(S(N)(=O)=O)c3)nc2c1, C[S-], CN1CCCC1=O, [Na+]. Product: NS(=O)(=O)c1cccc(Nc2ncc3ccc(O)cc3n2)c1. RXN SMILES: [CH3:1][O:2][c:3]1[cH:4][cH:5][c:6]2[cH:7][n:8][c:9]([NH:13][c:14]3[cH:15][c:16]([S:20](=[O:21])(=[O:22])[NH2:23])[cH:17][cH:18][cH:19]3)[n:10][c:11]2[cH:12]1.[CH3:24][S-:25].[CH3:27][N:28]1[CH2:29][CH2:30][CH2:31][C:32]1=[O:33].[Na+:26]>>[OH:2][c:3]1[cH:4][cH:5][c:6]2[cH:7][n:8][c:9]([NH:13][c:14]3[cH:15][c:16]([S:20](=[O:21])(=[O:22])[NH2:23])[cH:17][cH:18][cH:19]3)[n:10][c:11]2[cH:12]1. Reactants: CN1CCN(C(=O)c2ccc(B3OC(C)(C)C(C)(C)O3)cc2)CC1, O=C(c1cc(F)ccc1F)N1CCNc2ncc(I)cc21. Product: CN1CCN(C(=O)c2ccc(-c3cnc4c(c3)N(C(=O)c3cc(F)ccc3F)CCN4)cc2)CC1. Reaction SMILES: [CH3:22][N:23]1[CH2:24][CH2:25][N:26]([C:29](=[O:30])[c:31]2[cH:32][cH:33][c:34]([B:37]3[O:38][C:39]([CH3:40])([CH3:41])[C:42]([CH3:43])([CH3:44])[O:45]3)[cH:35][cH:36]2)[CH2:27][CH2:28]1.[F:1][c:2]1[c:3]([C:9](=[O:10])[N:11]2[c:12]3[c:13]([n:17][cH:18][c:19]([I:21])[cH:20]3)[NH:14][CH2:15][CH2:16]2)[cH:4][c:5]([F:8])[cH:6][cH:7]1>>[F:1][c:2]1[c:3]([C:9](=[O:10])[N:11]2[c:12]3[c:13]([n:17][cH:18][c:19](-[c:34]4[cH:33][cH:32][c:31]([C:29]([N:26]5[CH2:25][CH2:24][N:23]([CH3:22])[CH2:28][CH2:27]5)=[O:30])[cH:36][cH:35]4)[cH:20]3)[NH:14][CH2:15][CH2:16]2)[cH:4][c:5]([F:8])[cH:6][cH:7]1. Yields the product CC(C)(C)OC(=O)N1CCC(c2ccccc2)C(O)C1. As a reaction SMILES: [CH3:22][CH2:23][OH:24].[OH:1][CH:2]1[CH2:3][N:4]([C:15](=[O:16])[O:17][C:18]([CH3:19])([CH3:20])[CH3:21])[CH2:5][CH2:6][C:7]1([c:8]1[cH:9][cH:10][cH:11][cH:12][cH:13]1)[OH:14]>>[OH:1][CH:2]1[CH2:3][N:4]([C:15](=[O:16])[O:17][C:18]([CH3:19])([CH3:20])[CH3:21])[CH2:5][CH2:6][CH:7]1[c:8]1[cH:9][cH:10][cH:11][cH:12][cH:13]1. Reactants: CCO, CC(C)(C)OC(=O)N1CCC(O)(c2ccccc2)C(O)C1.